Dataset: the Open Reaction Database (ORD), a public repository of structured organic reaction records. Task: describe an organic reaction: reactants, conditions, products, and yield The reactants are CCOC(=O)N1CCn2c(nc(-c3ccncn3)cc2=O)C(Br)C1, COc1ccc(CN)cc1, CS(C)=O, Cc1ccccc1. Yields the product CCOC(=O)N1CCn2c(nc(-c3ccncn3)cc2=O)C(NCc2ccc(OC)cc2)C1. Reaction SMILES: [CH2:1]([CH3:2])[O:3][C:4](=[O:5])[N:6]1[CH2:7][CH2:8][n:9]2[c:10]([n:14][c:15](-[c:19]3[n:20][cH:21][n:22][cH:23][cH:24]3)[cH:16][c:17]2=[O:18])[CH:11]([Br:13])[CH2:12]1.[CH3:25][O:26][c:27]1[cH:28][cH:29][c:30]([CH2:31][NH2:32])[cH:33][cH:34]1.[CH3:35][S:36]([CH3:37])=[O:38].[CH3:39][c:40]1[cH:41][cH:42][cH:43][cH:44][cH:45]1>>[CH2:1]([CH3:2])[O:3][C:4](=[O:5])[N:6]1[CH2:7][CH2:8][n:9]2[c:10]([n:14][c:15](-[c:19]3[n:20][cH:21][n:22][cH:23][cH:24]3)[cH:16][c:17]2=[O:18])[CH:11]([NH:32][CH2:31][c:30]2[cH:29][cH:28][c:27]([O:26][CH3:25])[cH:34][cH:33]2)[CH2:12]1. Reactants: ClC1=C(SC=C1)C=1N=C(SC1)N (4-(3-chloro-2-thienyl)-1,3-thiazol-2-amine), BrC=1C=C(SC1Cl)S(=O)(=O)Cl (4-bromo-5-chlorothiophene-2-sulfonyl chloride). The product is BrC=1C=C(SC1Cl)S(=O)(=O)NC=1SC=C(N1)C=1SC=CC1Cl (4-Bromo-5-chloro-N-[4-(3-chloro-2-thienyl)-1,3-thiazol-2-yl]-2-thiophenesulfonamide), solid. As a reaction SMILES: [Cl:1][C:2]1[CH:6]=[CH:5][S:4][C:3]=1[C:7]1[N:8]=[C:9]([NH2:12])[S:10][CH:11]=1.[Br:13][C:14]1[CH:15]=[C:16]([S:20](Cl)(=[O:22])=[O:21])[S:17][C:18]=1[Cl:19]>>[Br:13][C:14]1[CH:15]=[C:16]([S:20]([NH:12][C:9]2[S:10][CH:11]=[C:7]([C:3]3[S:4][CH:5]=[CH:6][C:2]=3[Cl:1])[N:8]=2)(=[O:22])=[O:21])[S:17][C:18]=1[Cl:19]. Procedure: The title compound was prepared from 4-(3-chloro-2-thienyl)-1,3-thiazol-2-amine (59 mg) and 4-bromo-5-chlorothiophene-2-sulfonyl chloride (80 mg) as described in the synthetic METHOD B to give a white solid (34.2 mg) with purity >90%: MS (pos) m/z 457.1, 477.1, 479.1. Starting materials: C1(CCCCC1)C1=NN(C=2N=C(NC(C21)=O)C2=C(C=C(C=C2)N2CCN(CC2)C)OC)C (3-Cyclohexyl-6-[2-methoxy-4-(4-methyl-1-piperazinyl)phenyl]-1-methyl-1,5-dihydro-4H-pyrazolo[3,4-d]pyrimidin-4-one), CS(=O)(=O)O (methanesulfonic acid). Solvent: O1CCCC1 (tetrahydrofuran). Yields the product CS(=O)(=O)O.C1(CCCCC1)C1=NN(C=2N=C(NC(C21)=O)C2=C(C=C(C=C2)N2CCN(CC2)C)OC)C (3-Cyclohexyl-6-[2-methoxy-4-(4-methyl-1-piperazinyl)phenyl]-1-methyl-1,5-dihydro-4H-pyrazolo[3,4-d]pyrimidin-4-one monomethanesulfonate). Isolated yield 66.3%. As a reaction SMILES: [CH:1]1([C:7]2[C:15]3[C:14](=[O:16])[NH:13][C:12]([C:17]4[CH:22]=[CH:21][C:20]([N:23]5[CH2:28][CH2:27][N:26]([CH3:29])[CH2:25][CH2:24]5)=[CH:19][C:18]=4[O:30][CH3:31])=[N:11][C:10]=3[N:9]([CH3:32])[N:8]=2)[CH2:6][CH2:5][CH2:4][CH2:3][CH2:2]1.[CH3:33][S:34]([OH:37])(=[O:36])=[O:35]>O1CCCC1>[CH3:33][S:34]([OH:37])(=[O:36])=[O:35].[CH:1]1([C:7]2[C:15]3[C:14](=[O:16])[NH:13][C:12]([C:17]4[CH:22]=[CH:21][C:20]([N:23]5[CH2:28][CH2:27][N:26]([CH3:29])[CH2:25][CH2:24]5)=[CH:19][C:18]=4[O:30][CH3:31])=[N:11][C:10]=3[N:9]([CH3:32])[N:8]=2)[CH2:2][CH2:3][CH2:4][CH2:5][CH2:6]1 |f:3.4|. Procedure: To a 3 ml tetrahydrofuran/4 ml dioxane mixed solution of 450 mg (1.03 mmol) of the compound obtained in Example 27, 68.6 μl (1.05 mmol) of methanesulfonic acid was added, and precipitated solids were collected by filtration. The solids were purified by recrystallization (ethanol) to obtain 364 mg (66%) of the captioned compound.